From a dataset of the Open Reaction Database (ORD), a public repository of structured organic reaction records. describe an organic reaction: reactants, conditions, products, and yield RXN SMILES: [C:13](=[O:14])([O-:15])[O-:16].[CH3:1][c:2]1[cH:3][s:4][c:5]2[c:10]1[S:9](=[O:11])(=[O:12])[N:8]=[CH:7][NH:6]2.[CH3:21][C:22]#[N:23].[I:19][CH3:20].[K+:17].[K+:18]>>[CH3:1][c:2]1[cH:3][s:4][c:5]2[c:10]1[S:9](=[O:11])(=[O:12])[N:8]=[CH:7][N:6]2[CH3:13]. The product is Cc1csc2c1S(=O)(=O)N=CN2C. Starting materials: O=C([O-])[O-], Cc1csc2c1S(=O)(=O)N=CN2, CC#N, CI, [K+], [K+].